This data is from the Open Reaction Database (ORD), a public repository of structured organic reaction records. The task is: describe an organic reaction: reactants, conditions, products, and yield The reactants are C(C)(=O)C1=CC=C(OCC(=O)NCC(=O)OC)C=C1 (methyl N-[4-(acetyl)-phenoxyacetyl]glycinate), BrN1C(CCC1=O)=O (N-bromosuccinimide). The solvent is C(Cl)(Cl)(Cl)Cl (carbon tetrachloride). The product is BrCC(=O)C1=CC=C(OCC(=O)NCC(=O)OC)C=C1 (methyl N-[4-(bromoacetyl)phenoxyacetyl]glycinate). RXN SMILES: [C:1]([C:4]1[CH:19]=[CH:18][C:7]([O:8][CH2:9][C:10]([NH:12][CH2:13][C:14]([O:16][CH3:17])=[O:15])=[O:11])=[CH:6][CH:5]=1)(=[O:3])[CH3:2].[Br:20]N1C(=O)CCC1=O>C(Cl)(Cl)(Cl)Cl>[Br:20][CH2:2][C:1]([C:4]1[CH:19]=[CH:18][C:7]([O:8][CH2:9][C:10]([NH:12][CH2:13][C:14]([O:16][CH3:17])=[O:15])=[O:11])=[CH:6][CH:5]=1)=[O:3]. Procedure: The product of step (i) (3.00 g) and N-bromosuccinimide (2.02 g) in carbon tetrachloride (50 ml) was heated at reflux temperature for 64 hours. The solvent was evaporated and the black residue dissolved in methanol/ethyl acetate, treated with charcoal, filtered and then evaporated. The resulting brown oil was purified by flash chromatography on silica, eluting with dichloromethane. Trituration with hexane gave methyl N-[4-(bromoacetyl)phenoxyacetyl]glycinate, 0.85 g, as a solid: mp softens 109°-... Starting materials: CCOC(=O)c1cn(CC)c2cc(-c3cc(C)nc(C)c3)c(F)cc2c1=O, CO, CC(=O)O, [Na+], [OH-], O. The product is CCn1cc(C(=O)O)c(=O)c2cc(F)c(-c3cc(C)nc(C)c3)cc21. Reaction SMILES: [CH2:1]([CH3:2])[n:3]1[cH:4][c:5]([C:23](=[O:24])[O:25][CH2:26][CH3:27])[c:6](=[O:22])[c:7]2[cH:8][c:9]([F:21])[c:10](-[c:13]3[cH:14][c:15]([CH3:20])[n:16][c:17]([CH3:19])[cH:18]3)[cH:11][c:12]12.[CH3:31][OH:32].[CH3:33][C:34](=[O:35])[OH:36].[Na+:29].[OH-:28].[OH2:30]>>[CH2:1]([CH3:2])[n:3]1[cH:4][c:5]([C:23](=[O:24])[OH:25])[c:6](=[O:22])[c:7]2[cH:8][c:9]([F:21])[c:10](-[c:13]3[cH:14][c:15]([CH3:20])[n:16][c:17]([CH3:19])[cH:18]3)[cH:11][c:12]12. Procedure details: (±)(1R*, 2S*, 3R*, 5R*)-3-(Acetoxymethyl)-5-(4,5-dichloro-2-nitroanilino)-1,2-cyclopentanediyl diacetate (5.00 g, 10.8 mmol) was stirred in ammonia/methanol (ca. 2N, 100 mL) at ambient temperature for 18 hours. Evaporation of volatiles in vacuo left residual orange solid (±)-(1R*, 2S*, 3R*, 5R*)-5-(4,5-dichloro-2-nitroanilino)-3-(hydroxymethyl)-1,2-cyclopentanediol having an identical Rf on silica gel TLC plates to that of the chiral sample described in Example 54. This solid was reduced with Ra... RXN SMILES: [C:1]([O:4][CH:5]1[CH:9]([NH:10][C:11]2[CH:16]=[C:15]([Cl:17])[C:14]([Cl:18])=[CH:13][C:12]=2[N+:19]([O-])=O)[CH2:8][CH:7]([CH2:22][O:23][C:24](=[O:26])[CH3:25])[CH:6]1[O:27][C:28](=[O:30])[CH3:29])(=[O:3])[CH3:2].N.[CH3:32]O>>[C:1]([O:4][CH:5]1[CH:9]([N:10]2[C:11]3[CH:16]=[C:15]([Cl:17])[C:14]([Cl:18])=[CH:13][C:12]=3[N:19]=[CH:32]2)[CH2:8][CH:7]([CH2:22][O:23][C:24](=[O:26])[CH3:25])[CH:6]1[O:27][C:28](=[O:30])[CH3:29])(=[O:3])[CH3:2] |f:1.2|. Conditions: time 1 hour. The reactants are C(C)(=O)OC1C(C(CC1NC1=C(C=C(C(=C1)Cl)Cl)[N+](=O)[O-])COC(C)=O)OC(C)=O (3-(Acetoxymethyl)-5-(4,5-dichloro-2-nitroanilino)-1,2-cyclopentanediyl diacetate), N.CO (ammonia methanol). Yields the product C(C)(=O)OC1C(C(CC1N1C=NC2=C1C=C(C(=C2)Cl)Cl)COC(C)=O)OC(C)=O (3-(acetoxymethyl)-5-(5,6-dichloro-1H-benzimidazol-1-yl)-1,2-cyclopentanediyl diacetate), 1H-NMR(DMSO-d6). Starting materials: CC1(OCCO1)C1=CC=C(O1)CN1N=CC(=C1)N (1-[5-(2-methyl-[1,3]dioxolan-2-yl)-furan-2-ylmethyl]-1H-pyrazol-4-ylamine), FC(C=1C=C(C=CC1)C1=C(N=CO1)C(=O)O)(F)F (5-(3-trifluoromethyl-phenyl)-oxazole-4-carboxylic acid), 01b. Yields the product C(C)(=O)C1=CC=C(O1)CN1N=CC(=C1)NC(=O)C=1N=COC1C1=CC(=CC=C1)C(F)(F)F (5-(3-Trifluoromethyl-phenyl)-oxazole-4-carboxylic acid [1-(5-acetyl-furan-2-ylmethyl)-1H-pyrazol-4-yl]-amide). RXN SMILES: [CH3:1][C:2]1([C:7]2[O:11][C:10]([CH2:12][N:13]3[CH:17]=[C:16]([NH2:18])[CH:15]=[N:14]3)=[CH:9][CH:8]=2)[O:6]CCO1.[F:19][C:20]([F:36])([F:35])[C:21]1[CH:22]=[C:23]([C:27]2[O:31][CH:30]=[N:29][C:28]=2[C:32](O)=[O:33])[CH:24]=[CH:25][CH:26]=1>>[C:2]([C:7]1[O:11][C:10]([CH2:12][N:13]2[CH:17]=[C:16]([NH:18][C:32]([C:28]3[N:29]=[CH:30][O:31][C:27]=3[C:23]3[CH:24]=[CH:25][CH:26]=[C:21]([C:20]([F:36])([F:19])[F:35])[CH:22]=3)=[O:33])[CH:15]=[N:14]2)=[CH:9][CH:8]=1)(=[O:6])[CH3:1]. Procedure details: Following general procedure B followed by T, starting from 1-[5-(2-methyl-[1,3]dioxolan-2-yl)-furan-2-ylmethyl]-1H-pyrazol-4-ylamine and 5-(3-trifluoromethyl-phenyl)-oxazole-4-carboxylic acid. LC-MS-conditions 01b: tR=0.98 min; [M+H]+=445.13. Solvent: CC(=O)C (acetone). RXN SMILES: [Br:1][C:2]1[CH:3]=[CH:4][C:5]2[C:6](=[O:18])[C:7](=[O:17])[C:8]3[C:13]([C:14]=2[CH:15]=1)=[CH:12][C:11]([OH:16])=[CH:10][CH:9]=3.C(=O)([O-])[O-].[K+].[K+].[I-].[K+].Br[CH2:28][CH:29]1[CH2:31][CH2:30]1>CC(C)=O>[Br:1][C:2]1[CH:3]=[CH:4][C:5]2[C:6](=[O:18])[C:7](=[O:17])[C:8]3[C:13]([C:14]=2[CH:15]=1)=[CH:12][C:11]([O:16][CH2:28][CH:29]1[CH2:31][CH2:30]1)=[CH:10][CH:9]=3 |f:1.2.3,4.5|. Product: BrC=1C=CC=2C(C(C3=CC=C(C=C3C2C1)OCC1CC1)=O)=O (3-bromo-6-(cyclopropylmethoxy)phenanthrene-9,10-dione). The reactants are BrC=1C=CC=2C(C(C3=CC=C(C=C3C2C1)O)=O)=O (3-bromo-6-hydroxyphenanthrene-9,10-dione), C([O-])([O-])=O.[K+].[K+] (potassium carbonate), [I-].[K+] (potassium iodide), BrCC1CC1 ((bromomethyl)cyclopropane). Reported procedure: A solution of 3-bromo-6-hydroxyphenanthrene-9,10-dione from Step 4 in acetone was treated with excess potassium carbonate, potassium iodide and (bromomethyl)cyclopropane. The mixture was heated at reflux overnight, followed by standard workup to yield 3-bromo-6-(cyclopropylmethoxy)phenanthrene-9,10-dione. The reactants are BrC=1C(=NN2C1CCCC2)CC (3-Bromo-2-ethyl-4,5,6,7-tetrahydropyrazolo[1,5-a]pyridine), [Li]C(C)(C)C (tert-BuLi), O=C1CCN(CC1)C(=O)OC(C)(C)C (tert-butyl 4-oxo-1-piperidinecarboxylate). Run in C1CCOC1 (THF), C1CCOC1 (THF). Conditions: temperature -78 celsius, time 30 minute. The product is C(C)(C)(C)OC(=O)N1CCC(CC1)(C=1C(=NN2C1CCCC2)CC)O (1-(tert-Butoxycarbonyl)-4-hydroxy-4-(2-ethyl-4,5,6,7-tetrahydropyrazolo[1,5-a]pyridin-3-yl)piperidine). RXN SMILES: Br[C:2]1[C:3]([CH2:11][CH3:12])=[N:4][N:5]2[CH2:10][CH2:9][CH2:8][CH2:7][C:6]=12.[Li]C(C)(C)C.[O:18]=[C:19]1[CH2:24][CH2:23][N:22]([C:25]([O:27][C:28]([CH3:31])([CH3:30])[CH3:29])=[O:26])[CH2:21][CH2:20]1>C1COCC1>[C:28]([O:27][C:25]([N:22]1[CH2:23][CH2:24][C:19]([OH:18])([C:2]2[C:3]([CH2:11][CH3:12])=[N:4][N:5]3[CH2:10][CH2:9][CH2:8][CH2:7][C:6]=23)[CH2:20][CH2:21]1)=[O:26])([CH3:31])([CH3:29])[CH3:30]. Procedure: To a solution of 3-bromo-2-ethyl-4,5,6,7-tetrahydropyrazolo[1,5-a]pyridine (4.01 g, 17.6 mmol, from Step C) in THF (20 mL) was added tert-BuLi (1.7 M in pentane, 22.8 mL, 38.7 mmol) dropwise at −78° C. After stirring at −78° C. for 30 min., was added tert-butyl 4-oxo-1-piperidinecarboxylate (3.51 g, 17.6 mmol) in THF (10 mL) dropwise at −78° C. The mixture was stirred at −78° C. for 10 min. and at rt for 4 h. After the reaction was quenched with aqueous NH4Cl, the mixture was partitioned between...